From a dataset of the Open Reaction Database (ORD), a public repository of structured organic reaction records. describe an organic reaction: reactants, conditions, products, and yield Starting materials: ClCC=1C(=NC=CC1)SC1CCC1 (3-Chloromethyl-2-cyclobutylsulfanyl-pyridine), COC(=O)C1C(C1)C1=CC(=C(C=C1)O)F (2-(3-fluoro-4-hydroxy-phenyl)-cyclopropane carboxylic acid methyl ester). Yields the product C1(CCC1)SC1=NC=CC=C1COC1=C(C=C(C=C1)C1C(C1)C(=O)O)F (2-[4-(2-cyclobutylsulfanyl-pyridin-3-ylmethoxy)-3-fluoro-phenyl]-cyclopropane carboxylic acid). Yield: 84.0%. As a reaction SMILES: Cl[CH2:2][C:3]1[C:4]([S:9][CH:10]2[CH2:13][CH2:12][CH2:11]2)=[N:5][CH:6]=[CH:7][CH:8]=1.C[O:15][C:16]([CH:18]1[CH2:20][CH:19]1[C:21]1[CH:26]=[CH:25][C:24]([OH:27])=[C:23]([F:28])[CH:22]=1)=[O:17]>>[CH:10]1([S:9][C:4]2[C:3]([CH2:2][O:27][C:24]3[CH:25]=[CH:26][C:21]([CH:19]4[CH2:20][CH:18]4[C:16]([OH:17])=[O:15])=[CH:22][C:23]=3[F:28])=[CH:8][CH:7]=[CH:6][N:5]=2)[CH2:13][CH2:12][CH2:11]1. Procedure: 3-Chloromethyl-2-cyclobutylsulfanyl-pyridine (0.032 g, 0.15 mmol) obtained in Step C of Preparation Example 23 and 2-(3-fluoro-4-hydroxy-phenyl)-cyclopropane carboxylic acid methyl ester (less polar) (0.030 g, 0.14 mmol) obtained in Step C of Preparation Example 64 were used to react sequentially in the same manner as in Steps A and B of Example 1 to obtain the title compound (0.037 g, 84%). Reactants: CN(C)C=O, CCOC(C)=O, Clc1ccnc(Cl)n1, [H-], [Na+], C1CCOC1, OC1COC1. The product is Clc1nccc(OC2COC2)n1. RXN SMILES: [CH3:21][N:22]([CH3:23])[CH:24]=[O:25].[CH3:26][CH2:27][O:28][C:29](=[O:30])[CH3:31].[Cl:8][c:9]1[n:10][cH:11][cH:12][c:13]([Cl:15])[n:14]1.[H-:6].[Na+:7].[O:16]1[CH2:17][CH2:18][CH2:19][CH2:20]1.[O:1]1[CH2:2][CH:3]([OH:5])[CH2:4]1>>[O:1]1[CH2:2][CH:3]([O:5][c:13]2[cH:12][cH:11][n:10][c:9]([Cl:8])[n:14]2)[CH2:4]1.